Dataset: the Open Reaction Database (ORD), a public repository of structured organic reaction records. Task: describe an organic reaction: reactants, conditions, products, and yield Starting materials: CCNC(=O)Nc1nc2cc(Br)c(F)cc2s1, CC1(C)OB(c2ccc(C#N)nc2)OC1(C)C, [K+], [K+], [K+], O, O=P([O-])([O-])[O-]. Yields the product CCNC(=O)Nc1nc2cc(-c3ccc(C#N)nc3)c(F)cc2s1. Reaction SMILES: [Br:1][c:2]1[c:3]([F:17])[cH:4][c:5]2[c:6]([n:7][c:8]([NH:10][C:11](=[O:12])[NH:13][CH2:14][CH3:15])[s:9]2)[cH:16]1.[CH3:18][C:19]1([CH3:20])[C:21]([CH3:22])([CH3:23])[O:24][B:25]([c:26]2[cH:27][cH:28][c:29]([C:32]#[N:33])[n:30][cH:31]2)[O:34]1.[K+:40].[K+:41].[K+:42].[OH2:43].[P:35]([O-:36])([O-:37])([O-:38])=[O:39]>>[c:2]1(-[c:26]2[cH:27][cH:28][c:29]([C:32]#[N:33])[n:30][cH:31]2)[c:3]([F:17])[cH:4][c:5]2[c:6]([n:7][c:8]([NH:10][C:11](=[O:12])[NH:13][CH2:14][CH3:15])[s:9]2)[cH:16]1. Reactants: CN(C)C=O, Fc1cccc(Cl)c1, [H-], [Na+], O, Cc1ccc(OC2CCN(C(=O)OCc3ccccc3)CC2O)cc1C. RXN SMILES: [CH3:38][N:39]([CH3:40])[CH:41]=[O:42].[Cl:29][c:30]1[cH:31][c:32]([F:36])[cH:33][cH:34][cH:35]1.[H-:27].[Na+:28].[OH2:37].[OH:1][CH:2]1[CH2:3][N:4]([C:17](=[O:18])[O:19][CH2:20][c:21]2[cH:22][cH:23][cH:24][cH:25][cH:26]2)[CH2:5][CH2:6][CH:7]1[O:8][c:9]1[cH:10][c:11]([CH3:16])[c:12]([CH3:15])[cH:13][cH:14]1>>[O:1]([CH:2]1[CH2:3][N:4]([C:17](=[O:18])[O:19][CH2:20][c:21]2[cH:22][cH:23][cH:24][cH:25][cH:26]2)[CH2:5][CH2:6][CH:7]1[O:8][c:9]1[cH:10][c:11]([CH3:16])[c:12]([CH3:15])[cH:13][cH:14]1)[c:32]1[cH:31][c:30]([Cl:29])[cH:35][cH:34][cH:33]1. Product: Cc1ccc(OC2CCN(C(=O)OCc3ccccc3)CC2Oc2cccc(Cl)c2)cc1C. Reactants: [F-].C(CCC)[N+](CCCC)(CCCC)CCCC (Tetrabutylammonium fluoride), COC(CC=1C=NC=C(C1)C1=C(C=C(C=C1)C(CC)(C1=CC(=C(C=C1)C#CC(CC)(O[Si](C)(C)C)CC)C)CC)C)=O ([5-(4-{1-ethyl-1-[4-(3-ethyl-3-trimethylsilanyloxy-1-pentynyl)-3-methyl-phenyl]-propyl}-2-methyl-phenyl)-pyridin-3-yl]-acetic acid methyl ester). Solvent: O1CCCC1 (tetrahydrofuran), C(C)(=O)OCC (ethyl acetate). Reaction conditions: time 30 minute. Product: COC(CC=1C=NC=C(C1)C1=C(C=C(C=C1)C(CC)(C1=CC(=C(C=C1)C#CC(CC)(O)CC)C)CC)C)=O ([5-(4-{1-ethyl-1-[4-(3-ethyl-3-hydroxy-1-pentynyl)-3-methyl-phenyl]-propyl}-2-methyl-phenyl)-pyridin-3-yl]-acetic Acid Methyl Ester). Isolated yield 51.8%. As a reaction SMILES: [F-].C([N+](CCCC)(CCCC)CCCC)CCC.[CH3:19][O:20][C:21](=[O:60])[CH2:22][C:23]1[CH:24]=[N:25][CH:26]=[C:27]([C:29]2[CH:34]=[CH:33][C:32]([C:35]([CH2:57][CH3:58])([C:38]3[CH:43]=[CH:42][C:41]([C:44]#[C:45][C:46]([CH2:54][CH3:55])([O:49][Si](C)(C)C)[CH2:47][CH3:48])=[C:40]([CH3:56])[CH:39]=3)[CH2:36][CH3:37])=[CH:31][C:30]=2[CH3:59])[CH:28]=1>O1CCCC1.C(OCC)(=O)C>[CH3:19][O:20][C:21](=[O:60])[CH2:22][C:23]1[CH:24]=[N:25][CH:26]=[C:27]([C:29]2[CH:34]=[CH:33][C:32]([C:35]([CH2:36][CH3:37])([C:38]3[CH:43]=[CH:42][C:41]([C:44]#[C:45][C:46]([CH2:54][CH3:55])([OH:49])[CH2:47][CH3:48])=[C:40]([CH3:56])[CH:39]=3)[CH2:57][CH3:58])=[CH:31][C:30]=2[CH3:59])[CH:28]=1 |f:0.1|. Procedure details: Tetrabutylammonium fluoride (1 M solution in tetrahydrofuran, 0.316 mL, 0.316 mmol) was added to a solution of [5-(4-{1-ethyl-1-[4-(3-ethyl-3-trimethylsilanyloxy-1-pentynyl)-3-methyl-phenyl]-propyl}-2-methyl-phenyl)-pyridin-3-yl]-acetic acid methyl ester (Example 151-(1); 36.9 mg, 0.063 mmol) in tetrahydrofuran (3 mL), and the mixture was stirred at room temperature for 30 minutes. Then, the reaction mixture was diluted with ethyl acetate and was washed with brine. The organic layer was dried ov... The reactants are C(O)CN (ethanolamine), ClC1=CC=C(C(=N1)CCl)C(=O)OC (Methyl 6-chloro-2-(chloromethyl)pyridine-3-carboxylate), C(O)CN (ethanolamine), C(O)CN (ethanolamine). Solvent: CO (MeOH). Reaction conditions: time 8 hour. Product: ClC1=CC=C2C(=N1)CN(C2=O)CCO (2-Chloro-6-(2-hydroxyethyl)-6,7-dihydro-5H-pyrrolo[3,4-b]pyridin-5-one). As a reaction SMILES: [Cl:1][C:2]1[N:7]=[C:6]([CH2:8]Cl)[C:5]([C:10]([O:12]C)=O)=[CH:4][CH:3]=1.[CH2:14]([CH2:16][NH2:17])[OH:15]>CO>[Cl:1][C:2]1[N:7]=[C:6]2[CH2:8][N:17]([CH2:16][CH2:14][OH:15])[C:10](=[O:12])[C:5]2=[CH:4][CH:3]=1. Procedure: Methyl 6-chloro-2-(chloromethyl)pyridine-3-carboxylate (0.1 g, 0.45 mmol) and ethanolamine (0.11 mL, 1.82 mmol) were stirred in MeOH (10 mL) at room temperature overnight. Additional ethanolamine (0.11 mL, 1.82 mmol) was added and stirring continued for 8 hours. Additional ethanolamine (0.22 mL, 3.64 mmol) was then added and stirring continued for 3 days. The solvent was removed in vacuo and the residue purified by silica gel chromatography (0-5% MeOH/EtOAc) to give the title compound as a white... Starting materials: [Al+3], CCOCC, [H-], [H-], [H-], [H-], [Li+], [Na+], [Na+], O=S(=O)([O-])[O-], N#CCCc1ccc(OCCCc2ccccc2)cc1. Product: NCCCc1ccc(OCCCc2ccccc2)cc1. As a reaction SMILES: [Al+3:22].[CH3:34][CH2:35][O:36][CH2:37][CH3:38].[H-:21].[H-:24].[H-:25].[H-:26].[Li+:23].[Na+:27].[Na+:28].[O-:29][S:30](=[O:31])(=[O:32])[O-:33].[c:1]1([CH2:7][CH2:8][CH2:9][O:10][c:11]2[cH:12][cH:13][c:14]([CH2:17][CH2:18][C:19]#[N:20])[cH:15][cH:16]2)[cH:2][cH:3][cH:4][cH:5][cH:6]1>>[c:1]1([CH2:7][CH2:8][CH2:9][O:10][c:11]2[cH:12][cH:13][c:14]([CH2:17][CH2:18][CH2:19][NH2:20])[cH:15][cH:16]2)[cH:2][cH:3][cH:4][cH:5][cH:6]1. Reactants: [O-][Mn](=O)(=O)=O.[K+] (KMnO4), CC1([C@H]2CCC(=C)[C@@H]1C2)C ((−)-β-Pinene), [O-][Mn](=O)(=O)=O.[K+] (KMnO4), O (water), [O-][Mn](=O)(=O)=O.[K+] (KMnO4). Procedure details: KMnO4 (5.71 g) was ground into a fine powder and combined with acidic alumina (22.55 g) and water (5.6 mL) for 5 minutes in order to form a homogenous mixture. (−)-β-Pinene (1.16 mL), and methylene chloride (200 mL) were placed in a 250 mL roundbottom flask; the moistened KMnO4/acidic alumina was added in small portions slowly to the solution. As the KMnO4/acidic alumina was added, the reaction turned into a dark purple color solution. The reaction was allowed to continue to stir until TLC indic... As a reaction SMILES: [O-][Mn](=O)(=O)=O.[K+].[OH2:7].[CH3:8][C:9]1([CH3:17])[C@H:15]2[CH2:16][C@@H:10]1[CH2:11][CH2:12][C:13]2=C>C(Cl)Cl>[CH3:8][C:9]1([CH3:17])[CH:15]2[CH2:16][CH:10]1[CH2:11][CH2:12][C:13]2=[O:7] |f:0.1|. Solvent: C(Cl)Cl (methylene chloride). Product: CC1(C2CCC(C1C2)=O)C (6,6-dimethyl-bicyclo[3.1.1]heptan-2-one). Starting materials: CCCCc1nc(C#N)c(Br)n1CC(C)C, CCCO, Nc1ccccc1B(O)O, [Na+], [Na+], O=C([O-])[O-], CC(=O)[O-], CC(=O)[O-], O, [Pd+2], c1ccc(P(c2ccccc2)c2ccccc2)cc1. Yields the product CCCCc1nc(C#N)c(-c2ccccc2N)n1CC(C)C. Reaction SMILES: [Br:36][c:37]1[c:38]([C:50]#[N:51])[n:39][c:40]([CH2:46][CH2:47][CH2:48][CH3:49])[n:41]1[CH2:42][CH:43]([CH3:44])[CH3:45].[CH2:61]([OH:62])[CH2:63][CH3:64].[NH2:26][c:27]1[c:28]([B:33]([OH:34])[OH:35])[cH:29][cH:30][cH:31][cH:32]1.[Na+:20].[Na+:21].[O-:22][C:23](=[O:24])[O-:25].[O-:53][C:54]([CH3:55])=[O:56].[O-:57][C:58]([CH3:59])=[O:60].[OH2:65].[Pd+2:52].[c:1]1([P:2]([c:3]2[cH:4][cH:5][cH:6][cH:7][cH:8]2)[c:9]2[cH:10][cH:11][cH:12][cH:13][cH:14]2)[cH:15][cH:16][cH:17][cH:18][cH:19]1>>[NH2:26][c:27]1[c:28](-[c:37]2[c:38]([C:50]#[N:51])[n:39][c:40]([CH2:46][CH2:47][CH2:48][CH3:49])[n:41]2[CH2:42][CH:43]([CH3:44])[CH3:45])[cH:29][cH:30][cH:31][cH:32]1.